This data is from the Open Reaction Database (ORD), a public repository of structured organic reaction records. The task is: describe an organic reaction: reactants, conditions, products, and yield Starting materials: O (water), [N+](=O)([O-])C1=CC=C(CBr)C=C1 (4-nitrobenzyl bromide), resultant mixture, [H-].[Na+] (sodium hydride), oil, OC=1C=2N(C=CC1)C=C(N2)C (8-hydroxy-2-methylimidazo[1,2-a]pyridine). The solvent is CS(=O)C (dimethyl sulfoxide). Reaction conditions: time 30 minute. Yields the product CC=1N=C2N(C=CC=C2OCC2=CC=C(C=C2)[N+](=O)[O-])C1 (2-methyl-8-(4-nitrobenzyloxy)imidazo[1,2-a]pyridine). Yield: 40.3%. Reaction SMILES: [H-].[Na+].[OH:3][C:4]1[C:5]2[N:6]([CH:10]=[C:11]([CH3:13])[N:12]=2)[CH:7]=[CH:8][CH:9]=1.[N+:14]([C:17]1[CH:24]=[CH:23][C:20]([CH2:21]Br)=[CH:19][CH:18]=1)([O-:16])=[O:15].O>CS(C)=O>[CH3:13][C:11]1[N:12]=[C:5]2[C:4]([O:3][CH2:21][C:20]3[CH:23]=[CH:24][C:17]([N+:14]([O-:16])=[O:15])=[CH:18][CH:19]=3)=[CH:9][CH:8]=[CH:7][N:6]2[CH:10]=1 |f:0.1|. Procedure: A 60% dispersion of sodium hydride in mineral oil (0.3 g) was added portionwise to a suspension of 8-hydroxy-2-methylimidazo[1,2-a]pyridine (1.0 g) in dimethyl sulfoxide (10 ml) at room temperature over a period of 15 minutes. After being stirred for 30 minutes, 4-nitrobenzyl bromide (1.6 g) was added in one portion to the mixture and then the resultant mixture was stirred for 24 hours at room temperature. The mixture was poured into water and the resulting precipitate was collected by filtratio...